Task: describe an organic reaction: reactants, conditions, products, and yield. Dataset: the Open Reaction Database (ORD), a public repository of structured organic reaction records Solvent: O (water), C(C)(=O)OCC (ethyl acetate), CS(=O)C (DMSO). The product is COC([C@@H](NC(C1=C(CC(C=C1)=COCC=1C=NC=CC1)C1=CC=CC=C1)=O)CCSC)=O (4-(3-Pyridylmethoxymethylene)-2-phenylbenzoylmethionine methyl ester). Reaction SMILES: [CH3:1][O:2][C:3](=[O:26])[C@H:4]([CH2:22][CH2:23][S:24][CH3:25])[NH:5][C:6](=[O:21])[C:7]1[CH:12]=[CH:11][C:10]([CH2:13][OH:14])=[CH:9][C:8]=1[C:15]1[CH:20]=[CH:19][CH:18]=[CH:17][CH:16]=1.[H-].[Na+].Cl.Cl[CH2:31][C:32]1[CH:33]=[N:34][CH:35]=[CH:36][CH:37]=1>CS(C)=O.O.C(OCC)(=O)C>[CH3:1][O:2][C:3](=[O:26])[C@H:4]([CH2:22][CH2:23][S:24][CH3:25])[NH:5][C:6](=[O:21])[C:7]1[CH:12]=[CH:11][C:10](=[CH:13][O:14][CH2:31][C:32]2[CH:33]=[N:34][CH:35]=[CH:36][CH:37]=2)[CH2:9][C:8]=1[C:15]1[CH:20]=[CH:19][CH:18]=[CH:17][CH:16]=1 |f:1.2,3.4|. Reported procedure: The resultant compound from Example 16D (1.0 equivalent) is treated with sodium hydride (2.0 equivalents) in DMSO, then 3-chloromethylpyridine hydrochloride (1.0 equivalent) is added. When judged complete by TLC analysis, the reaction is diluted with water and ethyl acetate, the organic layer is dried and concentrated, and the crude title compound is purified by chromatography on silica gel. The reactants are COC([C@@H](NC(C1=C(C=C(C=C1)CO)C1=CC=CC=C1)=O)CCSC)=O (4-(Hydroxymethyl)-2-phenylbenzoyl methionine methyl ester), [H-].[Na+] (sodium hydride), Cl.ClCC=1C=NC=CC1 (3-chloromethylpyridine hydrochloride). Starting materials: C(CCCN=C=O)CCN=C=O (1,6-hexamethylene diisocyanate), N(=C=O)CCCCN=C=O (1,4-diisocyanatobutane), N(=C=O)C1CC(CC(C1)(CN=C=O)C)(C)C (1-isocyanato-3,3,5-trimethyl-5-isocyanatomethyl cyclohexane), cyclohexane-1,3, N(=C=O)CCCCCCCCCCN=C=O (1,10-diisocyanatodecane), 1,4-diisocyanate, C1CC(CCC1CC2CCC(CC2)N=C=O)N=C=O (4,4′-diisocyanatodicyclohexylmethane), 2,2,4- and 2,4,4-trimethyl-1,6-diisocyanatohexane, C1(=CC=C(C=C1)N=C=O)N=C=O (1,4-phenylene diisocyanate), polyisocyanates, cyclobutane-1,3-diisocyanate, 1,12-dodecane diisocyanate, diisocyanate, polyisocyanates, N(=C=O)CC(CCCN=C=O)(C)C (1,5-diisocyanato-2,2-dimethylpentane). The product is C1=CC(=CC=C1CC2=CC=C(C=C2)N=C=O)N=C=O (4,4′diphenylmethane diisocyanate), C1(=CC=C(C=C1)N=C=O)N=C=O (1,4-phenylene diisocyanate), phosgenating-aniline formaldehyde. RXN SMILES: N(CCCCN=C=O)=C=O.N(CC(C)(C)CCCN=C=O)=C=O.N(CCCCCCCCCCN=C=O)=C=O.[CH2:40]1[CH:45]([CH2:46][CH:47]2[CH2:52][CH2:51][CH:50]([N:53]=[C:54]=[O:55])[CH2:49][CH2:48]2)[CH2:44][CH2:43][CH:42]([N:56]=[C:57]=[O:58])[CH2:41]1.C(CCN=C=O)CCCN=C=O.N(C1CC(C)(CN=C=O)CC(C)(C)C1)=C=O.[C:87]1([N:96]=[C:97]=[O:98])[CH:92]=[CH:91][C:90]([N:93]=[C:94]=[O:95])=[CH:89][CH:88]=1>>[CH:44]1[C:45]([CH2:46][C:47]2[CH:52]=[CH:51][C:50]([N:53]=[C:54]=[O:55])=[CH:49][CH:48]=2)=[CH:40][CH:41]=[C:42]([N:56]=[C:57]=[O:58])[CH:43]=1.[C:87]1([N:96]=[C:97]=[O:98])[CH:88]=[CH:89][C:90]([N:93]=[C:94]=[O:95])=[CH:91][CH:92]=1. Reported procedure: Examples of suitable polyisocyanates as such or employed to make other polyisocyanates adducts or prepolymers include, but are not limited to, 1,4-diisocyanatobutane, 1,5-diisocyanato-2,2-dimethylpentane, 2,2,4- and 2,4,4-trimethyl-1,6-diisocyanatohexane, 1,10-diisocyanatodecane, 4,4′-diisocyanatodicyclohexylmethane, 1,6-hexamethylene diisocyanate, 1,12-dodecane diisocyanate, cyclobutane-1,3-diisocyanate, cyclohexane-1,3- and/or 1,4-diisocyanate, 1-isocyanato-3,3,5-trimethyl-5-isocyanatomethyl c... The reactants are [H][H] (hydrogen), acyl, [Na] (sodium), P(=O)([O-])([O-])[O-] (phosphate), nucleoside, N (ammonia), NN (hydrazine), C(C1=CC=CC=C1)O[C@@H]1[C@H](O[C@@H]([C@H]1OCC1=CC=CC=C1)COCC1=CC=CC=C1)Cl (2,3,5-tri-O-benzyl-α-D-arabinofuranosyl chloride), acyl, [H][H] (hydrogen), ClC1=NC=CC2=C1N=CN2 (4-chloro-1H-imidazo-[4,5-c]pyridine). The reagents and catalysts are [Ni] (Raney nickel). Yields the product [C@@H]1([C@@H](O)[C@H](O)[C@H](O1)CO)N1C=NC=2C(=NC=CC21)N (1-β-D-arabinofuranosyl-1H-imidazo[4,5-c]pyridin-4-amine). Reaction SMILES: [H][H].P([O-])([O-])([O-])=O.Cl[C:9]1[C:14]2[N:15]=[CH:16][NH:17][C:13]=2[CH:12]=[CH:11][N:10]=1.C([O:25][C@H:26]1[C@H:30]([O:31]CC2C=CC=CC=2)[C@@H:29]([CH2:39][O:40]CC2C=CC=CC=2)[O:28][C@@H:27]1Cl)C1C=CC=CC=1.[NH2:49]N.[Na].N>[Ni]>[C@@H:27]1([N:17]2[C:13]3[CH:12]=[CH:11][N:10]=[C:9]([NH2:49])[C:14]=3[N:15]=[CH:16]2)[O:28][C@H:29]([CH2:39][OH:40])[C@@H:30]([OH:31])[C@@H:26]1[OH:25] |^1:50|. Procedure: An improved process for producing a compound of the formula ##STR7## wherein X is NH2, OH or SH; R is hydrogen or acyl containing 2 or 3 carbon atoms; and R1 is hydrogen, acyl containing 2 or 3 carbon atoms or phosphate which comprises β-D-arabinofuranosylating 4-chloro-1H-imidazo-[4,5-c]pyridine with 2,3,5-tri-O-benzyl-α-D-arabinofuranosyl chloride; treating the resulting blocked nucleoside sequentially with hydrazine, Raney nickel and sodium in liquid ammonia to obtain 1-β-D-arabinofuranosyl-1... Reactants: OCCc1ccc2c(c1)C=Cc1ccccc1C21OCCO1, CC(C(=O)O)c1ccc2c(=O)c3ccccc3ccc2c1. The product is O=C(O)Cc1ccc2c(=O)c3ccccc3ccc2c1. Reaction SMILES: [CH2:22]1[CH2:23][O:24][C:25]2([c:26]3[cH:27][cH:28][c:29]([CH2:30][CH2:31][OH:32])[cH:33][c:34]3[CH:35]=[CH:36][c:37]3[cH:38][cH:39][cH:40][cH:41][c:42]32)[O:43]1.[cH:1]1[c:2]([CH:17]([C:18](=[O:19])[OH:20])[CH3:21])[cH:3][cH:4][c:5]2[c:6](=[O:16])[c:7]3[c:8]([cH:9][cH:10][c:11]12)[cH:12][cH:13][cH:14][cH:15]3>>[cH:1]1[c:2]([CH2:17][C:18](=[O:19])[OH:20])[cH:3][cH:4][c:5]2[c:6](=[O:16])[c:7]3[c:8]([cH:9][cH:10][c:11]12)[cH:12][cH:13][cH:14][cH:15]3. Reactants: CC1(C)CC(=O)Nc2cc3nc(-c4ccc(C#N)cc4)[nH]c3cc21, N, O=S(=O)(O)O. Yields the product CC1(C)CC(=O)Nc2cc3nc(-c4ccc(C(N)=O)cc4)[nH]c3cc21. As a reaction SMILES: [CH3:1][C:2]1([CH3:24])[CH2:3][C:4](=[O:23])[NH:5][c:6]2[cH:7][c:8]3[c:9]([cH:10][c:11]21)[nH:12][c:13](-[c:15]1[cH:16][cH:17][c:18]([C:21]#[N:22])[cH:19][cH:20]1)[n:14]3.[NH3:30].[S:25]([OH:26])(=[O:27])(=[O:28])[OH:29]>>[CH3:1][C:2]1([CH3:24])[CH2:3][C:4](=[O:23])[NH:5][c:6]2[cH:7][c:8]3[c:9]([cH:10][c:11]21)[nH:12][c:13](-[c:15]1[cH:16][cH:17][c:18]([C:21]([NH2:22])=[O:26])[cH:19][cH:20]1)[n:14]3. The reactants are c1ccc(CNCc2ccccc2)cc1, CO, Nc1c(OCC2CO2)cccc1[N+](=O)[O-]. Product: Nc1c(OCC(O)CN(Cc2ccccc2)Cc2ccccc2)cccc1[N+](=O)[O-]. As a reaction SMILES: [CH2:16]([c:17]1[cH:18][cH:19][cH:20][cH:21][cH:22]1)[NH:23][CH2:24][c:25]1[cH:26][cH:27][cH:28][cH:29][cH:30]1.[CH3:31][OH:32].[NH2:1][c:2]1[c:3]([O:4][CH2:5][CH:6]2[CH2:7][O:8]2)[cH:9][cH:10][cH:11][c:12]1[N+:13](=[O:14])[O-:15]>>[NH2:1][c:2]1[c:3]([O:4][CH2:5][CH:6]([CH2:7][N:23]([CH2:16][c:17]2[cH:18][cH:19][cH:20][cH:21][cH:22]2)[CH2:24][c:25]2[cH:26][cH:27][cH:28][cH:29][cH:30]2)[OH:8])[cH:9][cH:10][cH:11][c:12]1[N+:13](=[O:14])[O-:15]. The reactants are CC(C)(C)O, CCOC(=O)CC(=O)c1cccc(I)c1. Product: CC(C)(C)OC(=O)CC(=O)c1cccc(I)c1. Reaction SMILES: [C:16]([CH3:17])([CH3:18])([CH3:19])[OH:20].[I:1][c:2]1[cH:3][c:4]([C:8]([CH2:9][C:10](=[O:11])[O:12][CH2:13][CH3:14])=[O:15])[cH:5][cH:6][cH:7]1>>[I:1][c:2]1[cH:3][c:4]([C:8]([CH2:9][C:10](=[O:11])[O:20][C:16]([CH3:17])([CH3:18])[CH3:19])=[O:15])[cH:5][cH:6][cH:7]1. The reactants are Cc1ccccc1N1CCNCC1, CCO, Clc1ccc(-c2ccn(CC3CO3)n2)cc1Cl. Product: Cc1ccccc1N1CCN(CC(O)Cn2ccc(-c3ccc(Cl)c(Cl)c3)n2)CC1. Reaction SMILES: [CH3:18][c:19]1[c:20]([N:25]2[CH2:26][CH2:27][NH:28][CH2:29][CH2:30]2)[cH:21][cH:22][cH:23][cH:24]1.[CH3:31][CH2:32][OH:33].[Cl:1][c:2]1[cH:3][c:4](-[c:9]2[n:10][n:11]([CH2:14][CH:15]3[O:16][CH2:17]3)[cH:12][cH:13]2)[cH:5][cH:6][c:7]1[Cl:8]>>[Cl:1][c:2]1[cH:3][c:4](-[c:9]2[n:10][n:11]([CH2:14][CH:15]([OH:16])[CH2:17][N:28]3[CH2:27][CH2:26][N:25]([c:20]4[c:19]([CH3:18])[cH:24][cH:23][cH:22][cH:21]4)[CH2:30][CH2:29]3)[cH:12][cH:13]2)[cH:5][cH:6][c:7]1[Cl:8]. Starting materials: C1(=CC=CC=C1)C(CNCC1=C(C(=CC=C1)C(F)(F)F)Cl)C1CCCC1 (N-(2-Phenyl-2-cyclopentylethyl)-2-chloro-3-trifluoromethylbenzylamine), methyl 3-(3-iodopropyloxy)-phenyl acetate, CC#N (MeCN), C(=O)([O-])[O-].[K+].[K+] (K2CO3), O (H2O). The product is C1(=CC=CC=C1)C(CN(CC1=C(C(=CC=C1)C(F)(F)F)Cl)CCCOC=1CC(C=CC1)=CC(=O)O)C1CCCC1 (N-(2-Phenyl-2-cyclopentylethyl)-N-(2-chloro-3-trifluoromethylbenzyl)-3-(3-carboxymethylenephenoxy)propylamine). Isolated yield 50.0%. Reaction SMILES: [C:1]1([CH:7]([CH:22]2[CH2:26][CH2:25][CH2:24][CH2:23]2)[CH2:8][NH:9][CH2:10][C:11]2[CH:16]=[CH:15][CH:14]=[C:13]([C:17]([F:20])([F:19])[F:18])[C:12]=2[Cl:21])[CH:6]=[CH:5][CH:4]=[CH:3][CH:2]=1.[CH3:27][C:28]#N.[C:30]([O-:33])([O-])=[O:31].[K+].[K+].[OH2:36]>>[C:1]1([CH:7]([CH:22]2[CH2:23][CH2:24][CH2:25][CH2:26]2)[CH2:8][N:9]([CH2:8][CH2:7][CH2:22][O:36][C:6]2[CH2:5][C:28](=[CH:27][C:30]([OH:33])=[O:31])[CH:3]=[CH:2][CH:1]=2)[CH2:10][C:11]2[CH:16]=[CH:15][CH:14]=[C:13]([C:17]([F:18])([F:19])[F:20])[C:12]=2[Cl:21])[CH:6]=[CH:5][CH:4]=[CH:3][CH:2]=1 |f:2.3.4|. Procedure details: A solution of N-(2-Phenyl-2-cyclopentylethyl)-2-chloro-3-trifluoromethylbenzylamine (218 mg, 0.57 mmol), methyl 3-(3-iodopropyloxy)-phenyl acetate (181 mg, 0.54 mmol), and MeCN (6 mL) was treated with K2CO3 (75 mg, 0.54 mmol), and the mixture was refluxed for 12 h. The reaction was diluted with H2O and extracted with Et2O. The extracts were washed with H2O, dried, and the solvent evaporated. The residue was purified via silica gel column chromatography eluted with 10% EtOAc:hexane to give the ti... Starting materials: CI, CN(C)C=O, CCOC(=O)c1ncn2c1CNC(=O)c1cc(F)ccc1-2, [H-], [Na+], O. RXN SMILES: [CH3:24][I:25].[CH3:27][N:28]([CH3:29])[CH:30]=[O:31].[F:3][c:4]1[cH:5][cH:6][c:7]2[c:8]([cH:23]1)[C:9](=[O:22])[NH:10][CH2:11][c:12]1[n:13]-2[cH:14][n:15][c:16]1[C:17](=[O:18])[O:19][CH2:20][CH3:21].[H-:1].[Na+:2].[OH2:26]>>[F:3][c:4]1[cH:5][cH:6][c:7]2[c:8]([cH:23]1)[C:9](=[O:22])[N:10]([CH3:24])[CH2:11][c:12]1[n:13]-2[cH:14][n:15][c:16]1[C:17](=[O:18])[O:19][CH2:20][CH3:21]. The product is CCOC(=O)c1ncn2c1CN(C)C(=O)c1cc(F)ccc1-2.